This data is from the Open Reaction Database (ORD), a public repository of structured organic reaction records. The task is: describe an organic reaction: reactants, conditions, products, and yield Reactants: Brc1cccc(-c2ccccc2)c1, C1COCCO1, CCOC(C)=O, CO, COc1cccc(OC)c1-c1ccccc1P(C1CCCCC1)C1CCCCC1, NN, CC(=O)[O-], CC(=O)[O-], O, O, [Pd+2]. The product is COc1cccc(OC)c1-c1ccccc1P(=O)(C1CCCCC1)C1CCCCC1. Reaction SMILES: [Br:1][c:2]1[cH:3][c:4](-[c:5]2[cH:6][cH:7][cH:8][cH:9][cH:10]2)[cH:11][cH:12][cH:13]1.[CH2:14]1[O:15][CH2:17][CH2:18][O:16][CH2:19]1.[CH3:62][CH2:63][O:64][C:65](=[O:66])[CH3:67].[CH3:68][OH:69].[CH:20]1([P:26]([c:27]2[c:28](-[c:33]3[c:34]([O:41][CH3:42])[cH:35][cH:36][cH:37][c:38]3[O:39][CH3:40])[cH:29][cH:30][cH:31][cH:32]2)[CH:43]2[CH2:44][CH2:45][CH2:46][CH2:47][CH2:48]2)[CH2:21][CH2:22][CH2:23][CH2:24][CH2:25]1.[NH2:50][NH2:51].[O-:53][C:54]([CH3:55])=[O:56].[O-:57][C:58]([CH3:59])=[O:60].[OH2:49].[OH2:61].[Pd+2:52]>>[O:16]=[P:26]([CH:20]1[CH2:21][CH2:22][CH2:23][CH2:24][CH2:25]1)([c:27]1[c:28](-[c:33]2[c:34]([O:41][CH3:42])[cH:35][cH:36][cH:37][c:38]2[O:39][CH3:40])[cH:29][cH:30][cH:31][cH:32]1)[CH:43]1[CH2:44][CH2:45][CH2:46][CH2:47][CH2:48]1. Starting materials: CC(=O)O, COc1cc(C=O)cc(OC)c1OC, CO, Nc1n[nH]c2ncnc(Nc3cccc(Cl)c3)c12. The product is COc1cc(CNc2n[nH]c3ncnc(Nc4cccc(Cl)c4)c23)cc(OC)c1OC. RXN SMILES: [CH3:19][C:20](=[O:21])[OH:22].[CH3:23][O:24][c:25]1[cH:26][c:27]([CH:28]=[O:29])[cH:30][c:31]([O:35][CH3:36])[c:32]1[O:33][CH3:34].[CH3:37][OH:38].[NH2:1][c:2]1[n:3][nH:4][c:5]2[n:6][cH:7][n:8][c:9]([NH:11][c:12]3[cH:13][c:14]([Cl:18])[cH:15][cH:16][cH:17]3)[c:10]12>>[NH:1]([c:2]1[n:3][nH:4][c:5]2[n:6][cH:7][n:8][c:9]([NH:11][c:12]3[cH:13][c:14]([Cl:18])[cH:15][cH:16][cH:17]3)[c:10]12)[CH2:28][c:27]1[cH:26][c:25]([O:24][CH3:23])[c:32]([O:33][CH3:34])[c:31]([O:35][CH3:36])[cH:30]1. The reactants are CC=1C=C(CC(C(=O)O)O)C=C(C1)C (3,5-Dimethyl benzyl glycolic acid), S(=O)(Cl)Cl (Thionyl chloride). Product: CC=1C=C(CC(C(=O)Cl)O)C=C(C1)C (3,5-dimethyl benzyl glycolic acid chloride). RXN SMILES: [CH3:1][C:2]1[CH:3]=[C:4]([CH:11]=[C:12]([CH3:14])[CH:13]=1)[CH2:5][CH:6]([OH:10])[C:7](O)=[O:8].S(Cl)([Cl:17])=O>>[CH3:1][C:2]1[CH:3]=[C:4]([CH:11]=[C:12]([CH3:14])[CH:13]=1)[CH2:5][CH:6]([OH:10])[C:7]([Cl:17])=[O:8]. Procedure: 3,5-Dimethyl benzyl glycolic acid (5.59 g) was cooled to 0° C. Thionyl chloride (5 ml) was added and the stirred solution was refluxed for 2 h. The solvent was removed in vacuo to afford 3,5-dimethyl benzyl glycolic acid chloride as an oil.